From a dataset of the Open Reaction Database (ORD), a public repository of structured organic reaction records. describe an organic reaction: reactants, conditions, products, and yield Starting materials: CCOC(=O)COc1ccc2cc(-c3sc4ccccc4c3C(=O)CC(C)(C)C)ccc2c1Br, C1CCOC1, Cl, [K+], [OH-], O. Product: CC(C)(C)CC(=O)c1c(-c2ccc3c(Br)c(OCC(=O)O)ccc3c2)sc2ccccc12. Reaction SMILES: [CH2:1]([CH3:2])[O:3][C:4]([CH2:5][O:6][c:7]1[c:8]([Br:33])[c:9]2[cH:10][cH:11][c:12](-[c:17]3[c:18]([C:26]([CH2:27][C:28]([CH3:29])([CH3:30])[CH3:31])=[O:32])[c:19]4[c:20]([s:21]3)[cH:22][cH:23][cH:24][cH:25]4)[cH:13][c:14]2[cH:15][cH:16]1)=[O:34].[CH2:38]1[O:39][CH2:40][CH2:41][CH2:42]1.[ClH:37].[K+:36].[OH-:35].[OH2:43]>>[O:3]=[C:4]([CH2:5][O:6][c:7]1[c:8]([Br:33])[c:9]2[cH:10][cH:11][c:12](-[c:17]3[c:18]([C:26]([CH2:27][C:28]([CH3:29])([CH3:30])[CH3:31])=[O:32])[c:19]4[c:20]([s:21]3)[cH:22][cH:23][cH:24][cH:25]4)[cH:13][c:14]2[cH:15][cH:16]1)[OH:34]. The reactants are [Al+3], COC(=O)c1ccc(-c2ccccc2C2=NC(C)(C)CO2)cc1, [H-], [H-], [H-], [H-], [Li+], C1CCOC1, O. Product: CC1(C)COC(c2ccccc2-c2ccc(CO)cc2)=N1. RXN SMILES: [Al+3:26].[CH3:1][C:2]1([CH3:23])[N:3]=[C:4]([c:7]2[c:8](-[c:13]3[cH:14][cH:15][c:16]([C:19](=[O:20])[O:21][CH3:22])[cH:17][cH:18]3)[cH:9][cH:10][cH:11][cH:12]2)[O:5][CH2:6]1.[H-:24].[H-:27].[H-:28].[H-:29].[Li+:25].[O:31]1[CH2:32][CH2:33][CH2:34][CH2:35]1.[OH2:30]>>[CH3:1][C:2]1([CH3:23])[N:3]=[C:4]([c:7]2[c:8](-[c:13]3[cH:14][cH:15][c:16]([CH2:19][OH:20])[cH:17][cH:18]3)[cH:9][cH:10][cH:11][cH:12]2)[O:5][CH2:6]1. Starting materials: ClCOCCOC (2-methoxyethyl chloromethyl ether), SCC(=O)O (mercaptoacetic acid). Yields the product COCCOCSCC(=O)O (S-(methoxy-ethoxy)methylmercaptoacetic acid). Yield: 58.0%. Reaction SMILES: Cl[CH2:2][O:3][CH2:4][CH2:5][O:6][CH3:7].[SH:8][CH2:9][C:10]([OH:12])=[O:11]>>[CH3:7][O:6][CH2:5][CH2:4][O:3][CH2:2][S:8][CH2:9][C:10]([OH:12])=[O:11]. Procedure details: In a similar manner, 2-methoxyethyl chloromethyl ether (4d) was reacted with mercaptoacetic acid to give S-(methoxy-ethoxy)methylmercaptoacetic acid (5d) in 58% yield as an oil. Reported procedure: (S)-1-(6-Bromo-1-methyl-1H-pyrrolo[3,2-b]pyridin-5-yl)ethanamine (1.6 g, 6.30 mmol) was stirred with potassium tert-butoxide (2.83 g, 25.2 mmol) and morpholine (6.58 g, 76 mmol) in DME (50 mL) at 88° C. for 4 hours. The mixture was then concentrated in vacuo. The residue was taken up in acetonitrile and water, and was lyophilized to give the title compound, which was used without further purification. ESI-MS m/z [M+H]+ calc'd for C14H20N4O, 261; found 261. RXN SMILES: Br[C:2]1[CH:3]=[C:4]2[N:13]([CH3:14])[CH:12]=[CH:11][C:5]2=[N:6][C:7]=1[C@@H:8]([NH2:10])[CH3:9].CC(C)([O-])C.[K+].[NH:21]1[CH2:26][CH2:25][O:24][CH2:23][CH2:22]1>COCCOC>[CH3:14][N:13]1[C:4]2[C:5](=[N:6][C:7]([C@@H:8]([NH2:10])[CH3:9])=[C:2]([N:21]3[CH2:26][CH2:25][O:24][CH2:23][CH2:22]3)[CH:3]=2)[CH:11]=[CH:12]1 |f:1.2|. Run in COCCOC (DME). Product: CN1C=CC2=NC(=C(C=C21)N2CCOCC2)[C@H](C)N ((S)-1-(1-Methyl-6-morpholino-1H-pyrrolo[3,2-b]pyridin-5-yl)ethanamine). Reactants: BrC=1C=C2C(=NC1[C@H](C)N)C=CN2C ((S)-1-(6-Bromo-1-methyl-1H-pyrrolo[3,2-b]pyridin-5-yl)ethanamine), CC(C)([O-])C.[K+] (potassium tert-butoxide), N1CCOCC1 (morpholine). Reactants: BrC1=CC=C(C=C1)C1N(CCC1)C (2-(4-bromophenyl)-1-methylpyrrolidine), F[B-](F)(F)F.F[B-](F)(F)F.C1(CCCCC1)P(CCCP(C1CCCCC1)C1CCCCC1)C1CCCCC1 (1,3-bis(dicyclohexylphosphino)propane bis(tetrafluoroborate)), C([O-])([O-])=O.[K+].[K+] (potassium carbonate), NC=1C=CC(=C(C1)C1=CC=C2C=C(N=CC2=C1)NC(=O)C1CC1)C (N-(7-(5-amino-2-methylphenyl)isoquinolin-3-yl)cyclopropanecarboxamide), CN(C=O)C (N,N-dimethylformamide). Reagents/catalysts: C(C)(=O)[O-].[Pd+2].C(C)(=O)[O-] (palladium acetate). Run at time 15 hour. Yields the product 1-methylpyrrolidin-2, C(C1=CC=CC=C1)(=O)N (benzamide). Reaction SMILES: Br[C:2]1[CH:7]=[CH:6][C:5]([CH:8]2CCC[N:9]2C)=[CH:4][CH:3]=1.F[B-](F)(F)F.F[B-](F)(F)F.C1(P(C2CCCCC2)CCCP(C2CCCCC2)C2CCCCC2)CCCCC1.C(=O)([O-])[O-:54].[K+].[K+].NC1C=CC(C)=C(C2C=C3C(C=C(NC(C4CC4)=O)N=C3)=CC=2)C=1.CN(C)C=O>C([O-])(=O)C.[Pd+2].C([O-])(=O)C>[C:8]([NH2:9])(=[O:54])[C:5]1[CH:6]=[CH:7][CH:2]=[CH:3][CH:4]=1 |f:1.2.3,4.5.6,9.10.11|. Procedure details: A flask containing a mixture of 2-(4-bromophenyl)-1-methylpyrrolidine (58.8 mg, 0.245 mmol), palladium acetate (8.9 mg, 0.040 mmol), 1,3-bis(dicyclohexylphosphino)propane bis(tetrafluoroborate) (35.5 mg, 0.0582 mmol), potassium carbonate (79.0 mg, 0.572 mmol), and N-(7-(5-amino-2-methylphenyl)isoquinolin-3-yl)cyclopropanecarboxamide (89.0 mg, 0.280 mmol) in N,N-dimethylformamide (2.0 mL, 26 mmol) was evacuated purged with nitrogen five times, and then evacuated and purged three times with CO gas... Starting materials: BrC1=CC=C(C=C1)C(CC(=O)C=1C=C2C=CC=NC2=CC1)C1=C(C=CC=C1)C (3-(4-bromo-phenyl)-1-quinolin-6-yl-3-o-tolyl-propan-1-one), Cl.NO (hydroxylamine hydrochloride), C(=O)(O)[O-].[Na+] (NaHCO3). The product is BrC1=CC=C(C=C1)C(CC(=NO)C=1C=C2C=CC=NC2=CC1)C1=C(C=CC=C1)C (3-(4-Bromo-phenyl)-1-quinolin-6-yl-3-o-tolyl-propan-1-one oxime). As a reaction SMILES: [Br:1][C:2]1[CH:7]=[CH:6][C:5]([CH:8]([C:22]2[CH:27]=[CH:26][CH:25]=[CH:24][C:23]=2[CH3:28])[CH2:9][C:10]([C:12]2[CH:13]=[C:14]3[C:19](=[CH:20][CH:21]=2)[N:18]=[CH:17][CH:16]=[CH:15]3)=O)=[CH:4][CH:3]=1.Cl.[NH2:30][OH:31].C([O-])(O)=O.[Na+]>>[Br:1][C:2]1[CH:7]=[CH:6][C:5]([CH:8]([C:22]2[CH:27]=[CH:26][CH:25]=[CH:24][C:23]=2[CH3:28])[CH2:9][C:10]([C:12]2[CH:13]=[C:14]3[C:19](=[CH:20][CH:21]=2)[N:18]=[CH:17][CH:16]=[CH:15]3)=[N:30][OH:31])=[CH:4][CH:3]=1 |f:1.2,3.4|. Procedure: In analogy to example 74, step 7, from 3-(4-bromo-phenyl)-1-quinolin-6-yl-3-o-tolyl-propan-1-one and hydroxylamine hydrochloride in the presence of NaHCO3 was prepared the title compound as a mixture of E and Z isomers (5.6:1) as a white foam, MS (ESI+): m/z=445.0907 ([M+H]+, 1Br).